This data is from the Open Reaction Database (ORD), a public repository of structured organic reaction records. The task is: describe an organic reaction: reactants, conditions, products, and yield Reactants: COC(=S)Nc1cc(-c2cc3ccccc3s2)c2[nH]ncc2c1, CCO, NCCc1ccccn1. Product: O=C(NCCc1ccccn1)Nc1cc(-c2cc3ccccc3s2)c2[nH]ncc2c1. RXN SMILES: [CH3:1][O:2][C:3]([NH:4][c:5]1[cH:6][c:7]2[cH:8][n:9][nH:10][c:11]2[c:12](-[c:14]2[cH:15][c:16]3[c:17]([s:18]2)[cH:19][cH:20][cH:21][cH:22]3)[cH:13]1)=[S:23].[CH3:33][CH2:34][OH:35].[n:24]1[c:25]([CH2:30][CH2:31][NH2:32])[cH:26][cH:27][cH:28][cH:29]1>>[O:2]=[C:3]([NH:4][c:5]1[cH:6][c:7]2[cH:8][n:9][nH:10][c:11]2[c:12](-[c:14]2[cH:15][c:16]3[c:17]([s:18]2)[cH:19][cH:20][cH:21][cH:22]3)[cH:13]1)[NH:32][CH2:31][CH2:30][c:25]1[n:24][cH:29][cH:28][cH:27][cH:26]1. Yields the product COc1cc(C(=O)C=CC(=O)O)cc(OC)c1OC. Reactants: COc1cc(C(=O)CC(O)C(=O)O)cc(OC)c1OC, CC(=O)O, Cl. As a reaction SMILES: [CH3:1][O:2][c:3]1[cH:4][c:5]([C:13]([CH2:14][CH:15]([C:16](=[O:17])[OH:18])[OH:19])=[O:20])[cH:6][c:7]([O:11][CH3:12])[c:8]1[O:9][CH3:10].[CH3:22][C:23](=[O:24])[OH:25].[ClH:21]>>[CH3:1][O:2][c:3]1[cH:4][c:5]([C:13]([CH:14]=[CH:15][C:16](=[O:17])[OH:18])=[O:20])[cH:6][c:7]([O:11][CH3:12])[c:8]1[O:9][CH3:10]. Starting materials: [OH-].[Na+] (NaOH), NC=1C=CC=C2C=CC=NC12 (8-aminoquinoline), Cl.ClCCNCCCl (bis-(2-chloroethyl)amine hydrochloride), C(CCCCC)O (n-hexanol). The solvent is ClC1=C(C=CC=C1)Cl (o-dichlorobenzene). Product: N1=CC=CC2=CC=CC(=C12)N1CCNCC1 (1-(8-quinolyl)piperazine). Isolated yield 21.6%. Reaction SMILES: [NH2:1][C:2]1[CH:3]=[CH:4][CH:5]=[C:6]2[C:11]=1[N:10]=[CH:9][CH:8]=[CH:7]2.Cl.Cl[CH2:14][CH2:15][NH:16][CH2:17][CH2:18]Cl.C(O)CCCCC.[OH-].[Na+]>ClC1C=CC=CC=1Cl>[N:10]1[C:11]2[C:6](=[CH:5][CH:4]=[CH:3][C:2]=2[N:1]2[CH2:18][CH2:17][NH:16][CH2:15][CH2:14]2)[CH:7]=[CH:8][CH:9]=1 |f:1.2,4.5|. Reported procedure: A mixture of 8-aminoquinoline (1.5 g), bis-(2-chloroethyl)amine hydrochloride (2.04 g), o-dichlorobenzene (4.5 mL) and n-hexanol (0.45 mL) was stirred at reflux temperature for 5 h. After cooling to room temperature, the mixture was treated with 2 N NaOH (10 mL) and extracted with CH2Cl2 (3×20 mL). The purification was carried out by flash chromatography (CH2Cl2-2 N methanolic NH3) 97:3 to give 0.48 g (22%) of the title compound. The reactants are CS(=O)(=O)O[C@]1(N(CCC1)C(=O)OC(C)(C)C)C ((R)-2-Methanesulfonyloxy-methyl-pyrrolidine-1-carboxylic acid, tert-butyl ester), [C-]#N.[Na+] (sodium cyanide). Run in CN(C)C=O (DMF). Conditions: temperature 60 celsius. The product is C(#N)C[C@@H]1N(CCC1)C(=O)OC(C)(C)C ((R)-2-Cyanomethyl pyrrolidine-1-carboxylic acid, tert-butyl ester). The yield is 26.8%. RXN SMILES: CS(O[C@:6]1([CH3:18])[CH2:10][CH2:9][CH2:8][N:7]1[C:11]([O:13][C:14]([CH3:17])([CH3:16])[CH3:15])=[O:12])(=O)=O.[C-:19]#[N:20].[Na+]>CN(C=O)C>[C:19]([CH2:18][C@H:6]1[CH2:10][CH2:9][CH2:8][N:7]1[C:11]([O:13][C:14]([CH3:17])([CH3:16])[CH3:15])=[O:12])#[N:20] |f:1.2|. Reported procedure: To a solution of (R)-2-methanesulfonyloxy-methyl-pyrrolidine-1-carboxylic acid, tert-butyl ester (D3) (90 g, 0.32 mol) in DMF (1200 ml) was added sodium cyanide (24 g, 0.49 mol). Heated to 60° C. overnight. Reaction mixture was concentrated and partitioned between water and ether. The organic phase was dried and concentrated to give the title compound (18 g, 30%) (M-Boc) 110. Reactants: COC=1C=CC2=C(C(CO2)=O)C1 (5-methoxy-benzofuran-3 (2H)-one), C1(=CC=CC=C1)P(=CC(C)=O)(C1=CC=CC=C1)C1=CC=CC=C1 (1-triphenylphosphoranylidene-2-propanone). Run in C1(=CC=CC=C1)C (toluene). Product: COC=1C=CC2=C(C(=CO2)CC(=O)C)C1 (1-(5-methoxy-1-benzofuran-3-yl)acetone). RXN SMILES: [CH3:1][O:2][C:3]1[CH:4]=[CH:5][C:6]2[O:10][CH2:9][C:8](=O)[C:7]=2[CH:12]=1.C1(P(C2C=CC=CC=2)(C2C=CC=CC=2)=[CH:20][C:21](=[O:23])[CH3:22])C=CC=CC=1>C1(C)C=CC=CC=1>[CH3:1][O:2][C:3]1[CH:4]=[CH:5][C:6]2[O:10][CH:9]=[C:8]([CH2:20][C:21]([CH3:22])=[O:23])[C:7]=2[CH:12]=1. Procedure: A mixture of 5-methoxy-benzofuran-3 (2H)-one (1.64 g, 10 mmol) and 1-triphenylphosphoranylidene-2-propanone (4.77 g, 15 mmol) was refluxed in toluene (100 ml) for 48 hrs. At the end, reaction mixture was concentrated and loaded over silica-gel column. The column was eluted with hexane (500 ml) and later with 25% ethyl acetate. The product, 1-(5-methoxy-1-benzofuran-3-yl)acetone, was obtained as a red oil. Yield: 1.1 g (53%); (M+H): 205.